This data is from the Open Reaction Database (ORD), a public repository of structured organic reaction records. The task is: describe an organic reaction: reactants, conditions, products, and yield Procedure: 5-Bromo-2-thiophenecarboxaldehyde (5.09 g, 26.2 mmol) was added to a suspension of 907 mg (0.78 mmol) of tetrakis(triphenylphosphine) palladium (0) in 50 mL of DME, and the resulting mixture was stirred at room temperature for 15 min. To this mixture was added a solution of the 3-methylphenyl boronic acid (prepared above) in 10 mL of ethanol and 26 mL of 2M aqueous Na2CO3. The reaction was stirred at reflux for 24 hours, then cooled to room temperature, diluted, and extracted with ether. The org... The reactants are BrC1=CC=C(S1)C=O (5-Bromo-2-thiophenecarboxaldehyde), CC=1C=C(C=CC1)B(O)O (3-methylphenyl boronic acid). The product is CC=1C=C(C=CC1)C1=CC=C(S1)C=O (5-(3-methylphenyl)-2-thiophenecarboxaldehyde). Reaction conditions: time 15 minute. Run in COCCOC (DME), C(C)O (ethanol), C(=O)([O-])[O-].[Na+].[Na+] (Na2CO3). Yield: 90.0%. The reagents and catalysts are [Pd].C1(=CC=CC=C1)P(C1=CC=CC=C1)C1=CC=CC=C1.C1(=CC=CC=C1)P(C1=CC=CC=C1)C1=CC=CC=C1.C1(=CC=CC=C1)P(C1=CC=CC=C1)C1=CC=CC=C1.C1(=CC=CC=C1)P(C1=CC=CC=C1)C1=CC=CC=C1 (tetrakis(triphenylphosphine) palladium (0)). RXN SMILES: Br[C:2]1[S:6][C:5]([CH:7]=[O:8])=[CH:4][CH:3]=1.[CH3:9][C:10]1[CH:11]=[C:12](B(O)O)[CH:13]=[CH:14][CH:15]=1>COCCOC.C(O)C.C([O-])([O-])=O.[Na+].[Na+].[Pd].C1(P(C2C=CC=CC=2)C2C=CC=CC=2)C=CC=CC=1.C1(P(C2C=CC=CC=2)C2C=CC=CC=2)C=CC=CC=1.C1(P(C2C=CC=CC=2)C2C=CC=CC=2)C=CC=CC=1.C1(P(C2C=CC=CC=2)C2C=CC=CC=2)C=CC=CC=1>[CH3:9][C:10]1[CH:15]=[C:14]([C:2]2[S:6][C:5]([CH:7]=[O:8])=[CH:4][CH:3]=2)[CH:13]=[CH:12][CH:11]=1 |f:4.5.6,7.8.9.10.11|. Starting materials: S(=O)(=O)(C1=CC=C(C)C=C1)N1C=C(C=2C1=NC=CC2)C=O (1-tosyl-1H-pyrrolo[2,3-b]pyridine-3-carbaldehyde), CO (methanol). Run at time 18 hour. Product: S(=O)(=O)(C1=CC=C(C)C=C1)N1C=C(C=2C1=NC=CC2)CO ((1-tosyl-1H-pyrrolo[2,3-b]pyridin-3-yl)methanol). The yield is 79.5%. Reaction SMILES: [S:1]([N:11]1[C:15]2=[N:16][CH:17]=[CH:18][CH:19]=[C:14]2[C:13]([CH:20]=[O:21])=[CH:12]1)([C:4]1[CH:10]=[CH:9][C:7]([CH3:8])=[CH:6][CH:5]=1)(=[O:3])=[O:2].CO>>[S:1]([N:11]1[C:15]2=[N:16][CH:17]=[CH:18][CH:19]=[C:14]2[C:13]([CH2:20][OH:21])=[CH:12]1)([C:4]1[CH:10]=[CH:9][C:7]([CH3:8])=[CH:6][CH:5]=1)(=[O:3])=[O:2]. Reported procedure: To a stirred solution of 1-tosyl-1H-pyrrolo[2,3-b]pyridine-3-carbaldehyde [956716-93-1] (2.0 g, 6.66 mmol) in methanol (20 mL) NaBH4 (0.756 g, 20 mmol) was added in portions at 0° C. Then the mixture was allowed to warm to rt and stirred for 18 h. Methanol was evaporated under reduced pressure and water was added to the stirred residue. The resulting precipitate was filtered off and dried under vacuum to yield the title compound as a white solid (1.6 g, 80%). [1H NMR (400 MHz, CHLOROFORM-d) ♀ pp...